This data is from the Open Reaction Database (ORD), a public repository of structured organic reaction records. The task is: describe an organic reaction: reactants, conditions, products, and yield RXN SMILES: [CH3:35][N:36]1[CH2:37][CH2:38][CH2:39][C:40]1=[O:41].[CH3:42][S:43]([CH3:44])=[O:45].[CH3:46][OH:47].[Cl:1][c:2]1[cH:3][c:4]([NH:12][C:13](=[O:14])[CH:15]2[CH:16]([c:18]3[cH:19][cH:20][cH:21][cH:22][cH:23]3)[CH2:17]2)[n:5][c:6]2[n:7]1[n:8][c:9]([CH3:11])[cH:10]2.[ClH:24].[NH:25]1[CH2:26][CH2:27][CH:28]([NH:31][C:32](=[O:33])[NH2:34])[CH2:29][CH2:30]1>>[c:2]1([N:25]2[CH2:26][CH2:27][CH:28]([NH:31][C:32](=[O:33])[NH2:34])[CH2:29][CH2:30]2)[cH:3][c:4]([NH:12][C:13](=[O:14])[CH:15]2[CH:16]([c:18]3[cH:19][cH:20][cH:21][cH:22][cH:23]3)[CH2:17]2)[n:5][c:6]2[n:7]1[n:8][c:9]([CH3:11])[cH:10]2. Starting materials: CN1CCCC1=O, CS(C)=O, CO, Cc1cc2nc(NC(=O)C3CC3c3ccccc3)cc(Cl)n2n1, Cl, NC(=O)NC1CCNCC1. Product: Cc1cc2nc(NC(=O)C3CC3c3ccccc3)cc(N3CCC(NC(N)=O)CC3)n2n1. RXN SMILES: [C:1]([CH3:2])([CH3:3])([CH3:4])[O:5][C:6](=[O:7])[N:8]1[CH2:9][CH2:10][CH:11]([OH:14])[CH2:12][CH2:13]1.[CH3:17][I:18].[H-:15].[Na+:16].[O:20]=[CH:21][N:22]([CH3:23])[CH3:24].[OH2:19]>>[C:1]([CH3:2])([CH3:3])([CH3:4])[O:5][C:6](=[O:7])[N:8]1[CH2:9][CH2:10][CH:11]([O:14][CH3:17])[CH2:12][CH2:13]1. Reactants: CC(C)(C)OC(=O)N1CCC(O)CC1, CI, [H-], [Na+], CN(C)C=O, O. The product is COC1CCN(C(=O)OC(C)(C)C)CC1. Starting materials: CC1=C(SC(=C1)N1C(N(CC1)CCOC1=CC=CC=C1)=O)C(=O)O (3-methyl-5-(2-oxo-3-(2-phenoxyethyl)imidazolidin-1-yl)thiophene-2-carboxylic acid), FC1=CC=C(CN2C(N(CC2)C2=CC(=C(S2)C(=O)O)C)=O)C=C1 (5-(3-(4-fluorobenzyl)-2-oxoimidazolidin-1-yl)-3-methylthiophene-2-carboxylic acid), FC(C1=CC=C(C=N1)CN)(F)F ((6-(trifluoromethyl)pyridin-3-yl)methanamine). Yields the product FC1=CC=C(CN2C(N(CC2)C2=CC(=C(S2)C(=O)NCC=2C=NC(=CC2)C(F)(F)F)C)=O)C=C1 (5-(3-(4-fluorobenzyl)-2-oxoimidazolidin-1-yl)-3-methyl-N-((6-(trifluoromethyl)pyridin-3-yl)methyl)thiophene-2-carboxamide). Yield: 63.0%. As a reaction SMILES: CC1C=C(N2CCN(CCOC3C=CC=CC=3)C2=O)SC=1C(O)=O.[F:25][C:26]1[CH:47]=[CH:46][C:29]([CH2:30][N:31]2[CH2:35][CH2:34][N:33]([C:36]3[S:40][C:39]([C:41](O)=[O:42])=[C:38]([CH3:44])[CH:37]=3)[C:32]2=[O:45])=[CH:28][CH:27]=1.[F:48][C:49]([F:59])([F:58])[C:50]1[N:55]=[CH:54][C:53]([CH2:56][NH2:57])=[CH:52][CH:51]=1>>[F:25][C:26]1[CH:27]=[CH:28][C:29]([CH2:30][N:31]2[CH2:35][CH2:34][N:33]([C:36]3[S:40][C:39]([C:41]([NH:57][CH2:56][C:53]4[CH:54]=[N:55][C:50]([C:49]([F:59])([F:48])[F:58])=[CH:51][CH:52]=4)=[O:42])=[C:38]([CH3:44])[CH:37]=3)[C:32]2=[O:45])=[CH:46][CH:47]=1. Procedure details: Following the procedures as described in Example 55, making variations as required to replace 3-methyl-5-(2-oxo-3-(2-phenoxyethyl)imidazolidin-1-yl)thiophene-2-carboxylic acid with 5-(3-(4-fluorobenzyl)-2-oxoimidazolidin-1-yl)-3-methylthiophene-2-carboxylic acid to react with (6-(trifluoromethyl)pyridin-3-yl)methanamine, the title compound was obtained as a colorless solid in 63% yield: 1H NMR (300 MHz, CDCl3) δ 8.70 (s, 1H), 7.89 (d, J=8.0 Hz, 1H), 7.65 (d, J=8.0 Hz, 1H), 7.30-7.23 (m, 2H), 7.0... Starting materials: CC1=CC=C2C(CC(OC2=C1)=O)C1=CC=CC=C1 (7-Methyl-4-phenyl-3,4-dihydrocoumarin), CI (methyl iodide), C(=O)([O-])[O-].[K+].[K+] (K2CO3). Run in CO (methanol), CC(=O)C (acetone). Yields the product COC1=C(C=CC(=C1)C)C(CC(=O)OC)C1=CC=CC=C1 (Methyl 3-(2-methoxy-4-methylphenyl)-3-phenylpropionate). The yield is 92.5%. As a reaction SMILES: [CH3:1][C:2]1[CH:11]=[C:10]2[C:5]([CH:6]([C:13]3[CH:18]=[CH:17][CH:16]=[CH:15][CH:14]=3)[CH2:7][C:8](=O)[O:9]2)=[CH:4][CH:3]=1.[CH3:19]I.[C:21]([O-:24])([O-])=[O:22].[K+].[K+]>CO.CC(C)=O>[CH3:8][O:9][C:10]1[CH:11]=[C:2]([CH3:1])[CH:3]=[CH:4][C:5]=1[CH:6]([C:13]1[CH:18]=[CH:17][CH:16]=[CH:15][CH:14]=1)[CH2:7][C:21]([O:24][CH3:19])=[O:22] |f:2.3.4|. Procedure: 7-Methyl-4-phenyl-3,4-dihydrocoumarin (78 g, 0.327 mol) in 150 ml methanol and 150 ml acetone containing methyl iodide (100 g, 0.7 mol) and K2CO3 (55 g, 0.4 mol) was refluxed for 24 h, filtered, and the solvent was evaporated. The residue was dissolved in ether, the solution was washed with water, dried and evaporated giving 86 g (92%) of a viscous oil. The reactants are C1CCOC1, CC(=O)O, CCOC(C)=O, CC(C)c1cc(C(C)C)c(S(=O)(=O)N=[N+]=[N-])c(C(C)C)c1, [Na+], O=C([O-])O, FC(F)(F)CN1C=CN=C(c2ccccc2)c2ccccc21. Product: [N-]=[N+]=NC1=CN(CC(F)(F)F)c2ccccc2C(c2ccccc2)=N1. As a reaction SMILES: [CH2:53]1[O:54][CH2:55][CH2:56][CH2:57]1.[CH3:44][C:45](=[O:46])[OH:47].[CH3:58][CH2:59][O:60][C:61](=[O:62])[CH3:63].[CH:23]([c:24]1[cH:25][c:26]([CH:27]([CH3:28])[CH3:29])[cH:30][c:31]([CH:32]([CH3:33])[CH3:34])[c:35]1[S:36](=[O:37])(=[O:38])[N:41]=[N+:42]=[N-:43])([CH3:39])[CH3:40].[Na+:52].[O-:48][C:49]([OH:50])=[O:51].[c:1]1([C:7]2=[N:13][CH:12]=[CH:11][N:10]([CH2:14][C:15]([F:16])([F:17])[F:18])[c:9]3[c:8]2[cH:22][cH:21][cH:20][cH:19]3)[cH:2][cH:3][cH:4][cH:5][cH:6]1>>[c:1]1([C:7]2=[N:13][C:12]([N:41]=[N+:42]=[N-:43])=[CH:11][N:10]([CH2:14][C:15]([F:16])([F:17])[F:18])[c:9]3[c:8]2[cH:22][cH:21][cH:20][cH:19]3)[cH:2][cH:3][cH:4][cH:5][cH:6]1. Starting materials: BrCC1=Cc2ccccc2Oc2ccccc21, CO, Cc1ccccc1, N. The product is NCC1=Cc2ccccc2Oc2ccccc21. RXN SMILES: [Br:1][CH2:2][C:3]1=[CH:4][c:5]2[c:6]([cH:14][cH:15][cH:16][cH:17]2)[O:7][c:8]2[c:9]1[cH:10][cH:11][cH:12][cH:13]2.[CH3:19][OH:20].[CH3:21][c:22]1[cH:23][cH:24][cH:25][cH:26][cH:27]1.[NH3:18]>>[CH2:2]([C:3]1=[CH:4][c:5]2[c:6]([cH:14][cH:15][cH:16][cH:17]2)[O:7][c:8]2[c:9]1[cH:10][cH:11][cH:12][cH:13]2)[NH2:18]. Reactants: NC1=CC=C(C=N1)SCCO (2-(6-aminopyridin-3-ylthio)ethanol), C(C)(=O)OCC1=C(C=CC=C1N1C(C2=C(C=C(C=C2C=N1)C(C)(C)C)F)=O)C1=NN(C(C(=C1)Br)=O)C (2-(5-bromo-1-methyl-6-oxo-1,6-dihydropyridazin-3-yl)-6-(6-tert-butyl-8-fluoro-1-oxophthalazin-2(1H)-yl)benzyl acetate), CC1(C2=C(C(=CC=C2)P(C3=CC=CC=C3)C4=CC=CC=C4)OC5=C(C=CC=C51)P(C6=CC=CC=C6)C7=CC=CC=C7)C (xantphos), C(=O)([O-])[O-].[Cs+].[Cs+] (Cs2CO3). Reagents/catalysts: C=1C=CC(=CC1)/C=C/C(=O)/C=C/C2=CC=CC=C2.C=1C=CC(=CC1)/C=C/C(=O)/C=C/C2=CC=CC=C2.C=1C=CC(=CC1)/C=C/C(=O)/C=C/C2=CC=CC=C2.[Pd].[Pd] (Pd2(dba)3). Run in C(Cl)Cl (DCM), O1CCOCC1 (dioxane). Run at temperature 100 celsius, time 17 hour. The product is C(C)(C)(C)C=1C=C2C=NN(C(C2=C(C1)F)=O)C1=C(C(=CC=C1)C1=NN(C(C(=C1)NC1=NC=C(C=C1)SCCO)=O)C)CO (6-tert-Butyl-8-fluoro-2-(3-{5-[5-(2-hydroxyethylthio)-pyridin-2-ylamino]-1-methyl-6-oxo-1,6-dihydro-pyridazin-3-yl}-2-hydroxymethyl-phenyl)-2H-phthalazin-1-one). The yield is 7.0%. As a reaction SMILES: [NH2:1][C:2]1[N:7]=[CH:6][C:5]([S:8][CH2:9][CH2:10][OH:11])=[CH:4][CH:3]=1.C([O:15][CH2:16][C:17]1[C:22]([N:23]2[N:32]=[CH:31][C:30]3[C:25](=[C:26]([F:37])[CH:27]=[C:28]([C:33]([CH3:36])([CH3:35])[CH3:34])[CH:29]=3)[C:24]2=[O:38])=[CH:21][CH:20]=[CH:19][C:18]=1[C:39]1[CH:44]=[C:43](Br)[C:42](=[O:46])[N:41]([CH3:47])[N:40]=1)(=O)C.CC1(C)C2C(=C(P(C3C=CC=CC=3)C3C=CC=CC=3)C=CC=2)OC2C(P(C3C=CC=CC=3)C3C=CC=CC=3)=CC=CC1=2.C([O-])([O-])=O.[Cs+].[Cs+]>C(Cl)Cl.C1C=CC(/C=C/C(/C=C/C2C=CC=CC=2)=O)=CC=1.C1C=CC(/C=C/C(/C=C/C2C=CC=CC=2)=O)=CC=1.C1C=CC(/C=C/C(/C=C/C2C=CC=CC=2)=O)=CC=1.[Pd].[Pd].O1CCOCC1>[C:33]([C:28]1[CH:29]=[C:30]2[C:25](=[C:26]([F:37])[CH:27]=1)[C:24](=[O:38])[N:23]([C:22]1[CH:21]=[CH:20][CH:19]=[C:18]([C:39]3[CH:44]=[C:43]([NH:1][C:2]4[CH:3]=[CH:4][C:5]([S:8][CH2:9][CH2:10][OH:11])=[CH:6][N:7]=4)[C:42](=[O:46])[N:41]([CH3:47])[N:40]=3)[C:17]=1[CH2:16][OH:15])[N:32]=[CH:31]2)([CH3:36])([CH3:34])[CH3:35] |f:3.4.5,7.8.9.10.11|. Reported procedure: In a 250 mL round-bottomed flask, 2-(6-aminopyridin-3-ylthio)ethanol (247 mg, 1.45 mmol), 2-(5-bromo-1-methyl-6-oxo-1,6-dihydropyridazin-3-yl)-6-(6-tert-butyl-8-fluoro-1-oxophthalazin-2(1H)-yl)benzyl acetate (806 mg, 1.45 mmol), xantphos (126 mg, 218 μmol) and Cs2CO3 (1.42 g, 4.35 mmol) were combined with dioxane (20 ml) to give a brown suspension. The reaction was evacuated and filled with argon. Pd2(dba)3 (66.4 mg, 72.5 μmol) was added and the reaction mixture was heated to 100° C. and stirred...